describe an organic reaction: reactants, conditions, products, and yield From a dataset of the Open Reaction Database (ORD), a public repository of structured organic reaction records. Starting materials: C[C@]12CC[C@@]3([C@@H]([C@H]2CC[C@@H]2[C@]4(CC=C(C([C@@H]4CC[C@@]12C)(C)C)C1=CC=C(C(=O)O)C=C1)C)[C@@H](CC3)C(=C)C)NCCNS(=O)(=O)C (4-((1R,3aS,5aR,5bR,7aR,11aS,11bR,13aR,13bR)-5a,5b,8,8,11a-pentamethyl-3a-((2-(methylsulfonamido)ethyl)amino)-1-(prop-1-en-2-yl)-2,3,3a,4,5,5a,5b,6,7,7a,8,11,11a,11b,12,13,13a,13b-octadecahydro-1H-cyclopenta[a]chrysen-9-yl)benzoic acid), C(C)S(=O)(=O)Cl (ethanesulfonyl chloride). The product is C(C)S(=O)(=O)NCCN[C@]12[C@@H]([C@H]3CC[C@@H]4[C@]5(CC=C(C([C@@H]5CC[C@]4([C@@]3(CC1)C)C)(C)C)C1=CC=C(C(=O)O)C=C1)C)[C@@H](CC2)C(=C)C (4-((1R,3aS,5aR,5bR,7aR,11aS,11bR,13aR,13bR)-3a-((2-(ethylsulfonamido)ethyl)amino)-5a,5b,8,8,11a-pentamethyl-1-(prop-1-en-2-yl)-2,3,3a,4,5,5a,5b,6,7,7a,8,11,11a,11b,12,13,13a,13b-octadecahydro-1H-cyclopenta[a]chrysen-9-yl)benzoic acid), solid. Yield: 56.0%. RXN SMILES: [CH3:1][C@:2]12[C@@:19]3([CH3:20])[C@@H:10]([C@:11]4([CH3:32])[C@@H:16]([CH2:17][CH2:18]3)[C:15]([CH3:22])([CH3:21])[C:14]([C:23]3[CH:31]=[CH:30][C:26]([C:27]([OH:29])=[O:28])=[CH:25][CH:24]=3)=[CH:13][CH2:12]4)[CH2:9][CH2:8][C@@H:7]1[C@H:6]1[C@H:33]([C:36]([CH3:38])=[CH2:37])[CH2:34][CH2:35][C@:5]1([NH:39][CH2:40][CH2:41][NH:42][S:43]([CH3:46])(=[O:45])=[O:44])[CH2:4][CH2:3]2.[CH2:47](S(Cl)(=O)=O)C>>[CH2:46]([S:43]([NH:42][CH2:41][CH2:40][NH:39][C@:5]12[CH2:35][CH2:34][C@@H:33]([C:36]([CH3:38])=[CH2:37])[C@@H:6]1[C@@H:7]1[C@@:2]([CH3:1])([CH2:3][CH2:4]2)[C@@:19]2([CH3:20])[C@@H:10]([C@:11]3([CH3:32])[C@@H:16]([CH2:17][CH2:18]2)[C:15]([CH3:21])([CH3:22])[C:14]([C:23]2[CH:31]=[CH:30][C:26]([C:27]([OH:29])=[O:28])=[CH:25][CH:24]=2)=[CH:13][CH2:12]3)[CH2:9][CH2:8]1)(=[O:45])=[O:44])[CH3:47]. Procedure details: The title compound was prepared following the method described above for the synthesis of 4-((1R,3aS,5aR,5bR,7aR,11aS,11bR,13aR,13bR)-5a,5b,8,8,11a-pentamethyl-3a-((2-(methylsulfonamido)ethyl)amino)-1-(prop-1-en-2-yl)-2,3,3a,4,5,5a,5b,6,7,7a,8,11,11a,11b,12,13,13a,13b-octadecahydro-1H-cyclopenta[a]chrysen-9-yl)benzoic acid using ethanesulfonyl chloride as the reagent in Step 1. The product was isolated as a white solid (8.7 mg, 56%). LCMS: m/e 665.46 (M+H)+, 2.29 min (method 11). 1H NMR (500 MHz... Starting materials: COc1ccccc1OC, CO, Cc1cccc(C2CC2)c1O, Cl, [K+], [OH-], Oc1cc(Cl)nnc1Cl. Product: Cc1cccc(C2CC2)c1Oc1nnc(Cl)cc1O. Reaction SMILES: [CH3:21][O:22][c:23]1[c:24]([O:25][CH3:26])[cH:27][cH:28][cH:29][cH:30]1.[CH3:34][OH:35].[CH:10]1([c:13]2[c:14]([OH:20])[c:15]([CH3:19])[cH:16][cH:17][cH:18]2)[CH2:11][CH2:12]1.[ClH:33].[K+:32].[OH-:31].[OH:1][c:2]1[c:3]([Cl:9])[n:4][n:5][c:6]([Cl:8])[cH:7]1>>[OH:1][c:2]1[c:3]([O:20][c:14]2[c:13]([CH:10]3[CH2:11][CH2:12]3)[cH:18][cH:17][cH:16][c:15]2[CH3:19])[n:4][n:5][c:6]([Cl:8])[cH:7]1. Starting materials: S(C1=CC=CC=C1)CC(=O)O (thiophenoxyacetic acid), O=S(Cl)Cl (SOCl2). Yields the product C1(=CC=CC=C1)SCC(=O)Cl (Phenylmercaptoacetyl Chloride). Yield: 98.0%. As a reaction SMILES: [S:1]([CH2:8][C:9]([OH:11])=O)[C:2]1[CH:7]=[CH:6][CH:5]=[CH:4][CH:3]=1.O=S(Cl)[Cl:14]>>[C:2]1([S:1][CH2:8][C:9]([Cl:14])=[O:11])[CH:7]=[CH:6][CH:5]=[CH:4][CH:3]=1. Procedure details: To thiophenoxyacetic acid (8 g, 0.05 mol) was added SOCl2 (8 mL) and the reaction mixture was heated to reflux for 1 h. TLC showed disappearance of the starting material. The excess SOCl2 was removed in vacuo under a fume hood and the product was distilled to afford 8.6 g (98%) of the title compound, bp 85-86° C., 4-5 Torr [lit 117-119° C., 6 Torr (Mooradian, A.; Cavallito, C. J.; Bergman, A. J.; Lawson, E. J.; Suter, C. M. J. Am. Chem. Soc. 1949, 3372)]; 1H NMR (CDCl3) δ 7.48-7.34 (m, 5H), 4.06... The reactants are C(C1=CC=CC=C1)OC1=C(C=C(C(=O)[O-])C=C1)C(CCN(C(C)C)C(C)C)C1=CC=CC=C1 (4-benzyloxy-3-(3-diisopropylamino-1-phenyl propyl)benzoate), COCCO[AlH2-]OCCOC.[Na+] (Vitride), CO (methanol), O (water). Solvent: C1(=CC=CC=C1)C (toluene), C1(=CC=CC=C1)C (toluene), C1(=CC=CC=C1)C (toluene). Run at time 5 hour. Product: C(C1=CC=CC=C1)OC1=C(C=C(C=C1)CO)[C@H](CCN(C(C)C)C(C)C)C1=CC=CC=C1 ((R)-[4-benzyloxy-3-(3-diisopropylamino-1-phenyl propyl)-phenyl]-methanol), ( H ). RXN SMILES: [CH2:1]([O:8][C:9]1[CH:17]=[CH:16][C:12]([C:13]([O-])=[O:14])=[CH:11][C:10]=1[CH:18]([C:28]1[CH:33]=[CH:32][CH:31]=[CH:30][CH:29]=1)[CH2:19][CH2:20][N:21]([CH:25]([CH3:27])[CH3:26])[CH:22]([CH3:24])[CH3:23])[C:2]1[CH:7]=[CH:6][CH:5]=[CH:4][CH:3]=1.COCCO[AlH2-]OCCOC.[Na+].CO.O>C1(C)C=CC=CC=1>[CH2:1]([O:8][C:9]1[CH:17]=[CH:16][C:12]([CH2:13][OH:14])=[CH:11][C:10]=1[C@@H:18]([C:28]1[CH:29]=[CH:30][CH:31]=[CH:32][CH:33]=1)[CH2:19][CH2:20][N:21]([CH:22]([CH3:23])[CH3:24])[CH:25]([CH3:26])[CH3:27])[C:2]1[CH:3]=[CH:4][CH:5]=[CH:6][CH:7]=1 |f:1.2|. Reported procedure: 5 gm (R)-[4-benzyloxy-3-(3-diisopropylamino-1-phenyl propyl)benzoate and 25 ml toluene was added under nitrogen atmosphere to a solution of 5.5 g Vitride in 50 ml toluene at 0° C. to 5° C. After stirring at room temperature for 5 hours, methanol was added drop wise at 0° C. to 5° C. After raising the temperature to room temperature, water and toluene was added and stirred for 30 minutes at 25° C. to 35° C. Layers were separated. Toluene layer after complete distillation afforded the title compou...